This data is from the Open Reaction Database (ORD), a public repository of structured organic reaction records. The task is: describe an organic reaction: reactants, conditions, products, and yield The product is O=CCc1ccccc1. As a reaction SMILES: [CH2:14]([Al+:15][CH2:16][CH:17]([CH3:18])[CH3:19])[CH:20]([CH3:21])[CH3:22].[CH3:23][c:24]1[cH:25][cH:26][cH:27][cH:28][cH:29]1.[H-:13].[c:1]1([CH2:7][C:8](=[O:9])[O:10][CH2:11][CH3:12])[cH:2][cH:3][cH:4][cH:5][cH:6]1>>[c:1]1([CH2:7][CH:8]=[O:9])[cH:2][cH:3][cH:4][cH:5][cH:6]1. Reactants: CC(C)C[Al+]CC(C)C, Cc1ccccc1, [H-], CCOC(=O)Cc1ccccc1. Isolated yield 17.2%. Run at temperature 100 celsius, time 48 hour. RXN SMILES: [O:1]=[C:2]1[NH:6][C:5](=[O:7])[C:4]2([CH2:12][CH2:11][N:10]([C:13]([O:15][C:16]([CH3:19])([CH3:18])[CH3:17])=[O:14])[CH2:9][CH2:8]2)[NH:3]1.Br[CH2:21][CH:22]([OH:25])[CH2:23][OH:24].[I-].[Na+].C(=O)([O-])[O-].[K+].[K+]>CN(C=O)C>[O:1]=[C:2]1[N:6]([CH2:21][CH:22]([OH:25])[CH2:23][OH:24])[C:5](=[O:7])[C:4]2([CH2:8][CH2:9][N:10]([C:13]([O:15][C:16]([CH3:19])([CH3:18])[CH3:17])=[O:14])[CH2:11][CH2:12]2)[NH:3]1 |f:2.3,4.5.6|. The solvent is CN(C)C=O (DMF). Reactants: O=C1NC2(C(N1)=O)CCN(CC2)C(=O)OC(C)(C)C (tert-butyl 2,4-dioxo-1,3,8-triaza-8-spiro[4.5]decanecarboxylate), BrCC(CO)O (3-bromo-1,2-propanediol), [I-].[Na+] (sodium iodide), C([O-])([O-])=O.[K+].[K+] (potassium carbonate), BrCC(CO)O (3-bromo-1,2-propanediol). Procedure: A mixture of tert-butyl 2,4-dioxo-1,3,8-triaza-8-spiro[4.5]decanecarboxylate (6.9 g, 25.6 mmol), 3-bromo-1,2-propanediol (4.4 g, 28 mmol), sodium iodide (1.5 g, 10 mmol), potassium carbonate (14 g) and DMF (25 mL) was stirred approximately 48 hours at 100° C. Additional 3-bromo-1,2-propanediol (1.5 g, 10 mmol) was added, and the stirring and heating continued for an additional 72 hours. After cooling, the mixture was filtered, the solvent removed from the filtrate under vacuum, and the residue w... Yields the product O=C1NC2(C(N1CC(CO)O)=O)CCN(CC2)C(=O)OC(C)(C)C (tert-butyl 2,4-dioxo-3-(2,3-dihydroxypropyl)-1,3,8-triaza-8-spiro[4.5]decanecarboxylate).